From a dataset of the Open Reaction Database (ORD), a public repository of structured organic reaction records. describe an organic reaction: reactants, conditions, products, and yield Reactants: COC=1C=C(C=CC1OC)C=C(C)[N+](=O)[O-] ((3,4-Dimethoxyphenyl)-2-nitropropene), C (charcoal), CO (methanol), S(O)(O)(=O)=O (sulfuric acid), steel. The reagents and catalysts are [Pd] (palladium). Run in O (water). The product is COC=1C=C(C=CC1OC)CC(C)=O (3,4-Dimethoxyphenyl-acetone). As a reaction SMILES: [CH3:1][O:2][C:3]1[CH:4]=[C:5]([CH:11]=[C:12]([N+]([O-])=O)[CH3:13])[CH:6]=[CH:7][C:8]=1[O:9][CH3:10].C.CO.S(=O)(=O)(O)[OH:21]>[Pd].O>[CH3:1][O:2][C:3]1[CH:4]=[C:5]([CH2:11][C:12](=[O:21])[CH3:13])[CH:6]=[CH:7][C:8]=1[O:9][CH3:10]. Procedure details: (3,4-Dimethoxyphenyl)-2-nitropropene (11) (200 g, 0.90 mol), palladium 10%/charcoal (10.0 g, either fresh or recycled), methanol (750 ml), water (220 ml) and sulfuric acid (96%, 28 ml) are charged to a steel autoclave thermostatted at 15° C. Reactants: C(=O)C=1C=C(C=NC1)C=1N(C2=CC=CC=C2C1C#N)C (2-(5-formyl-pyridin-3-yl)-1-methyl-1H-indole-3-carbonitrile), C(C)S(=O)(=O)N (ethanesulfonamide). The product is C(#N)C1=C(N(C2=CC=CC=C12)C)C=1C=C(C=NC1)CNS(=O)(=O)CC (ethanesulfonic acid [5-(3-cyano-1-methyl-1H-indol-2-yl)-pyridin-3-ylmethyl]-amide). RXN SMILES: [CH:1]([C:3]1[CH:4]=[C:5]([C:9]2[N:10]([CH3:20])[C:11]3[C:16]([C:17]=2[C:18]#[N:19])=[CH:15][CH:14]=[CH:13][CH:12]=3)[CH:6]=[N:7][CH:8]=1)=O.[CH2:21]([S:23]([NH2:26])(=[O:25])=[O:24])[CH3:22]>>[C:18]([C:17]1[C:16]2[C:11](=[CH:12][CH:13]=[CH:14][CH:15]=2)[N:10]([CH3:20])[C:9]=1[C:5]1[CH:4]=[C:3]([CH2:1][NH:26][S:23]([CH2:21][CH3:22])(=[O:25])=[O:24])[CH:8]=[N:7][CH:6]=1)#[N:19]. Procedure: 2-(5-Formyl-pyridin-3-yl)-1-methyl-1H-indole-3-carbonitrile (Example 127) and ethanesulfonamide are processed according to the method described in Example 170 to give ethanesulfonic acid [5-(3-cyano-1-methyl-1H-indol-2-yl)-pyridin-3-ylmethyl]-amide. 1H NMR (400 MHz, DMSO-d6) δ ppm 1.20 (t, J=7.3 Hz, 3H), 3.07 (q, J=7.4 Hz, 2H), 3.79 (s, 3H), 4.34 (d, J=6.1 Hz, 2H), 7.34-7.38 (m, 1H), 7.41-7.46 (m, 1H), 7.72 (d, J=7.6 Hz, 1H), 7.75-7.82 (m, 2H), 8.09 (t, J=2.1 Hz, 1H), 8.77 (d, J=2.0 Hz, 1H), 8.8... Starting materials: Cl.ON1C(C2(CC1=O)CCNCC2)=O (2-hydroxy-2,8-diazaspiro-[4,5]decane-1,3-dione.hydrochloride), C(O)([O-])=O.[Na+] (sodium hydrogencarbonate), C(C1=CC=CC=C1)OC(=O)Cl (benzyloxycarbonyl chloride). Run at time 3 hour. The product is C(C1=CC=CC=C1)OC(=O)N1CCC2(CC(N(C2=O)OC(=O)OCC2=CC=CC=C2)=O)CC1 (8-Benzyloxycarbonyl-2-benzyloxycarbonyloxy-2,8-diazaspiro[4,5]decane-1,3-dione). Reaction SMILES: Cl.[OH:2][N:3]1[C:7](=[O:8])[CH2:6][C:5]2([CH2:13][CH2:12][NH:11][CH2:10][CH2:9]2)[C:4]1=[O:14].[C:15](=[O:18])([O-:17])O.[Na+].[CH2:20]([O:27][C:28](Cl)=[O:29])[C:21]1[CH:26]=[CH:25][CH:24]=[CH:23][CH:22]=1>>[CH2:20]([O:17][C:15]([N:11]1[CH2:10][CH2:9][C:5]2([C:4](=[O:14])[N:3]([O:2][C:28]([O:27][CH2:20][C:21]3[CH:26]=[CH:25][CH:24]=[CH:23][CH:22]=3)=[O:29])[C:7](=[O:8])[CH2:6]2)[CH2:13][CH2:12]1)=[O:18])[C:21]1[CH:26]=[CH:25][CH:24]=[CH:23][CH:22]=1 |f:0.1,2.3|. Procedure: To a solution of 2-hydroxy-2,8-diazaspiro-[4,5]decane-1,3-dione.hydrochloride (3.3 g) were added sodium hydrogencarbonate (2.43 g) and benzyloxycarbonyl chloride (3.2 ml). The mixture was stirred for 3 hours at room temperature, which was extracted with ethyl acetate (100 ml). The organic layer was dried over anydrous magnesium sulfate, then the solvent was evaporated off. The residual solid was recrystallized from diethyl ether-n-hexane to obtain 6.0 g of a colorless solid, m.p. 114° C. Reactants: C(C)(=O)OC1CC2=CC[C@H]3[C@@H]4CCC([C@@]4(C)CC[C@@H]3[C@]2(CC1)C)=O (3-acetoxy-androst-5-en-17-one), [BH4-].[Na+] (sodium borohydride). The solvent is O (water), CCO (EtOH). Yields the product C(C)(=O)OC1CC2=CC[C@H]3[C@@H]4CC[C@@H]([C@@]4(C)CC[C@@H]3[C@]2(CC1)C)O (3-Acetoxy-Androst-5-en-17β-ol). Reaction SMILES: [C:1]([O:4][CH:5]1[CH2:22][CH2:21][C@@:20]2([CH3:23])[C:7](=[CH:8][CH2:9][C@@H:10]3[C@@H:19]2[CH2:18][CH2:17][C@@:15]2([CH3:16])[C@H:11]3[CH2:12][CH2:13][C:14]2=[O:24])[CH2:6]1)(=[O:3])[CH3:2].[BH4-].[Na+]>CCO.O>[C:1]([O:4][CH:5]1[CH2:22][CH2:21][C@@:20]2([CH3:23])[C:7](=[CH:8][CH2:9][C@@H:10]3[C@@H:19]2[CH2:18][CH2:17][C@@:15]2([CH3:16])[C@H:11]3[CH2:12][CH2:13][C@@H:14]2[OH:24])[CH2:6]1)(=[O:3])[CH3:2] |f:1.2|. Procedure details: To a solution of 100 mg. (0.303 mmol) of 3-acetoxy-androst-5-en-17-one, 1, in 3 ml EtOH at -10° C., was added 22.9 mg (0.606 mmol) of sodium borohydride with stirring. After the reaction mixture was stirred for one and 1/2 hours, the mixture was diluted with 10 ml water, the ethanol solvent removed under vacuum, and the residue extracted with ethyl acetate. The organic layer was washed with aqueous Na2CO3, brine, dried over sodium sulfate and concentrated to leave a residue of crude title compou... Starting materials: tetrakistriphenylphosphine palladium, FC1=C(C=CC=C1)B(O)O (2-fluorophenylboronic acid), tripotassium phosphate n-hydrate, COCCOC (1,2-dimethoxyethane), ClC1=NC=NC(=C1)Cl (4,6-dichloropyrimidine). The solvent is O (water), O (water). Conditions: temperature 80 celsius, time 9 hour. Yields the product ClC1=NC=NC(=C1)C1=C(C=CC=C1)F (4-chloro-6-(2-fluorophenyl)pyrimidine). The yield is 33.5%. As a reaction SMILES: [F:1][C:2]1[CH:7]=[CH:6][CH:5]=[CH:4][C:3]=1B(O)O.COCCOC.[Cl:17][C:18]1[CH:23]=[C:22](Cl)[N:21]=[CH:20][N:19]=1>O>[Cl:17][C:18]1[CH:23]=[C:22]([C:3]2[CH:4]=[CH:5][CH:6]=[CH:7][C:2]=2[F:1])[N:21]=[CH:20][N:19]=1. Reported procedure: A reaction vessel was charged with 0.258 g of tetrakistriphenylphosphine palladium, 1.143 g of 2-fluorophenylboronic acid, and 3.153 g of tripotassium phosphate n-hydrate, to which 36 ml of 1,2-dimethoxyethane, 9 ml of water, and 1.106 g of 4,6-dichloropyrimidine were added, followed by stirring at 80° C. under an atmosphere of a nitrogen gas for 9 hours. The reaction mixture was then left for cooling to room temperature, and water was added to the reaction mixture, which was extracted with ethy...